From a dataset of the Open Reaction Database (ORD), a public repository of structured organic reaction records. describe an organic reaction: reactants, conditions, products, and yield Starting materials: COCC(C)N, CCN=C=NCCCN(C)C, ClCCl, Cl, O=C(O)C(Cc1ccc(OCCCF)cc1)NC(=O)C1CCCCN1S(=O)(=O)c1cccc(F)c1, On1nnc2ccccc21. Product: COCC(C)NC(=O)C(Cc1ccc(OCCCF)cc1)NC(=O)C1CCCCN1S(=O)(=O)c1cccc(F)c1. RXN SMILES: [CH3:36][O:37][CH2:38][CH:39]([CH3:40])[NH2:41].[CH3:53][N:54]([CH3:55])[CH2:56][CH2:57][CH2:58][N:59]=[C:60]=[N:61][CH2:62][CH3:63].[Cl:64][CH2:65][Cl:66].[ClH:52].[F:1][c:2]1[cH:3][c:4]([S:8](=[O:9])(=[O:10])[N:11]2[CH:12]([C:17](=[O:18])[NH:19][CH:20]([C:21](=[O:22])[OH:23])[CH2:24][c:25]3[cH:26][cH:27][c:28]([O:31][CH2:32][CH2:33][CH2:34][F:35])[cH:29][cH:30]3)[CH2:13][CH2:14][CH2:15][CH2:16]2)[cH:5][cH:6][cH:7]1.[OH:42][n:43]1[c:44]2[cH:45][cH:46][cH:47][cH:48][c:49]2[n:50][n:51]1>>[F:1][c:2]1[cH:3][c:4]([S:8](=[O:9])(=[O:10])[N:11]2[CH:12]([C:17](=[O:18])[NH:19][CH:20]([C:21](=[O:22])[NH:41][CH:39]([CH2:38][O:37][CH3:36])[CH3:40])[CH2:24][c:25]3[cH:26][cH:27][c:28]([O:31][CH2:32][CH2:33][CH2:34][F:35])[cH:29][cH:30]3)[CH2:13][CH2:14][CH2:15][CH2:16]2)[cH:5][cH:6][cH:7]1. Reactants: ( D ), C([O-])([O-])=O.[Cs+].[Cs+] (cesium carbonate), CSC1=NC(=C(C(=N1)Cl)[N+](=O)[O-])OC1=CC(=CC=C1)C(=O)N(C)C (2-methylthio-4-chloro-5-nitro-6-(3-(dimethylaminocarbonyl)phenoxy)pyrimidine), ( C ), Cl.C(C)OC(CN)=O (glycine ethyl ester hydrochloride). Run in C(C)#N (acetonitrile). Conditions: time 2 hour. Yields the product CN(C(=O)C=1C=C(OC2=NC=CC=N2)C=CC1)C (3-(dimethylaminocarbonyl)-phenoxypyrimidine). As a reaction SMILES: CS[C:3]1N=C(Cl)C([N+]([O-])=O)=[C:5]([O:13][C:14]2[CH:19]=[CH:18][CH:17]=[C:16]([C:20]([N:22]([CH3:24])[CH3:23])=[O:21])[CH:15]=2)[N:4]=1.Cl.C(O[C:29](=O)[CH2:30][NH2:31])C.C(=O)([O-])[O-].[Cs+].[Cs+]>C(#N)C>[CH3:24][N:22]([CH3:23])[C:20]([C:16]1[CH:15]=[C:14]([CH:19]=[CH:18][CH:17]=1)[O:13][C:5]1[N:4]=[CH:3][CH:29]=[CH:30][N:31]=1)=[O:21] |f:1.2,3.4.5|. Procedure details: To 2-methylthio-4-chloro-5-nitro-6-(3-(dimethylaminocarbonyl)phenoxy)pyrimidine, a compound of formula (C), (3.0 g 8.14 mmol) in 80 mL of acetonitrile at 0° C. was added glycine ethyl ester hydrochloride, a compound of formula (D), (1.14 g, 8.14 mmol), followed by the addition of cesium carbonate (6.1 g, 18.7 mmol). The reaction mixture was allowed to warm to ambient temperature and then stirred for 2 hours. The volatiles were evaporated to yield 3.6 g of 2-methylthio-4-(ethoxycarbonylmethyl)ami... Reaction SMILES: [CH3:1][O:2][C:3]([c:4]1[c:5]([CH3:6])[cH:7][c:8](-[c:9]2[cH:10][cH:11][cH:12][c:13]([C:14]([F:15])([F:16])[F:17])[cH:18]2)[cH:19][n:20]1)=[O:21].[CH3:50][O:51][c:52]1[c:53]([B:62]([OH:63])[OH:64])[cH:54][c:55]([C:58]([F:59])([F:60])[F:61])[cH:56][cH:57]1.[Cl:22][c:23]1[cH:24][c:25](-[c:30]2[cH:31][c:32]([CH3:49])[c:33]([C:36](=[O:37])[N:38]3[CH2:39][CH2:40][CH:41]([N:44]4[CH2:45][CH2:46][CH2:47][CH2:48]4)[CH2:42][CH2:43]3)[n:34][cH:35]2)[cH:26][cH:27][c:28]1[Cl:29].[Na+:65].[Na+:66].[O-:67][C:68](=[O:69])[O-:70].[O:72]1[CH2:73][CH2:74][O:75][CH2:76][CH2:77]1.[OH2:71]>>[c:30]1(-[c:53]2[c:52]([O:51][CH3:50])[cH:57][cH:56][c:55]([C:58]([F:59])([F:60])[F:61])[cH:54]2)[cH:31][c:32]([CH3:49])[c:33]([C:36](=[O:37])[N:38]2[CH2:39][CH2:40][CH:41]([N:44]3[CH2:45][CH2:46][CH2:47][CH2:48]3)[CH2:42][CH2:43]2)[n:34][cH:35]1. Starting materials: COC(=O)c1ncc(-c2cccc(C(F)(F)F)c2)cc1C, COc1ccc(C(F)(F)F)cc1B(O)O, Cc1cc(-c2ccc(Cl)c(Cl)c2)cnc1C(=O)N1CCC(N2CCCC2)CC1, [Na+], [Na+], O=C([O-])[O-], C1COCCO1, O. The product is COc1ccc(C(F)(F)F)cc1-c1cnc(C(=O)N2CCC(N3CCCC3)CC2)c(C)c1. Reactants: BrC1=CN(C=2N=CN=C(C21)N[C@@H](C)C2=NN1C(C(N2C2=CC=CC=C2)=O)=C(C=C1)C)COCC[Si](C)(C)C ((S)-2-(1-((5-Bromo-7-((2-(trimethylsilyl)ethoxy)methyl)-7H-pyrrolo[2,3-d]pyrimidin-4-yl)amino)ethyl)-5-methyl-3-phenylpyrrolo[2,1-f][1,2,4]triazin-4(3H)-one), ClC1=C(C(=CC=C1)B1OC(C(O1)(C)C)(C)C)O (2-chloro-6-(4,4,5,5-tetramethyl-1,3,2-dioxaborolan-2-yl)phenol), C([O-])([O-])=O.[Na+].[Na+] (sodium carbonate). The solvent is COCCOC (1,2-dimethoxyethane), O (water). Product: ClC=1C(=C(C=CC1)C1=CN(C=2N=CN=C(C21)N[C@@H](C)C2=NN1C(C(N2C2=CC=CC=C2)=O)=C(C=C1)C)COCC[Si](C)(C)C)O ((S)-2-(1-((5-(3-Chloro-2-hydroxyphenyl)-7-((2-(trimethylsilyl)ethoxy)methyl)-7H-pyrrolo[2,3-d]pyrimidin-4-yl)amino)ethyl)-5-methyl-3-phenylpyrrolo[2,1-f][1,2,4]triazin-4(3H)-one). The yield is 55.0%. RXN SMILES: Br[C:2]1[C:10]2[C:9]([NH:11][C@H:12]([C:14]3[N:19]([C:20]4[CH:25]=[CH:24][CH:23]=[CH:22][CH:21]=4)[C:18](=[O:26])[C:17]4=[C:27]([CH3:30])[CH:28]=[CH:29][N:16]4[N:15]=3)[CH3:13])=[N:8][CH:7]=[N:6][C:5]=2[N:4]([CH2:31][O:32][CH2:33][CH2:34][Si:35]([CH3:38])([CH3:37])[CH3:36])[CH:3]=1.[Cl:39][C:40]1[CH:45]=[CH:44][CH:43]=[C:42](B2OC(C)(C)C(C)(C)O2)[C:41]=1[OH:55].C(=O)([O-])[O-].[Na+].[Na+]>COCCOC.O>[Cl:39][C:40]1[C:41]([OH:55])=[C:42]([C:2]2[C:10]3[C:9]([NH:11][C@H:12]([C:14]4[N:19]([C:20]5[CH:25]=[CH:24][CH:23]=[CH:22][CH:21]=5)[C:18](=[O:26])[C:17]5=[C:27]([CH3:30])[CH:28]=[CH:29][N:16]5[N:15]=4)[CH3:13])=[N:8][CH:7]=[N:6][C:5]=3[N:4]([CH2:31][O:32][CH2:33][CH2:34][Si:35]([CH3:38])([CH3:37])[CH3:36])[CH:3]=2)[CH:43]=[CH:44][CH:45]=1 |f:2.3.4|. Procedure: (S)-2-(1-((5-Bromo-7-((2-(trimethylsilyl)ethoxy)methyl)-7H-pyrrolo[2,3-d]pyrimidin-4-yl)amino)ethyl)-5-methyl-3-phenylpyrrolo[2,1-f][1,2,4]triazin-4(3H)-one (75 mg, 0.13 mmol) was treated with 2-chloro-6-(4,4,5,5-tetramethyl-1,3,2-dioxaborolan-2-yl)phenol (52 mg, 0.30 mmol), sodium carbonate (32 mg, 0.30 mmols) and 1,1′-bis(diphenylphosphino)ferrocene-palladium(II)dichloride dichloromethane complex (9 mg, 0.01 mmol) in 1,2-dimethoxyethane (900 μl) and water (225 μl) according to the method descr... Starting materials: C(=O)(O)[C@H](C(C)(C)C)NC(=O)[C@@H](CC(=O)OC(C)(C)C)CCCC1=CC(=C(C=C1)C1=CC=CC=C1)C (tert-butyl (3R)-3-({[(1S)-1-(carboxy)-2,2-dimethylpropyl]amino}carbonyl)-6-[3-methyl-(4-phenyl)phenyl]hexanoate), N1=CC(=CC=C1)[C@@H](C)N ((R)-(+)-1-(3-pyridyl)ethylamine). Product: C(C)(C)(C)OC(C[C@@H](CCCC1=CC(=C(C=C1)C1=CC=CC=C1)C)C(=O)N[C@@H](C(C)(C)C)C(=O)N[C@H](C)C=1C=NC=CC1)=O (tert-butyl-(3R)-3-({[(1S)-2,2-dimethyl-1-{[(1R)-1-(3-pyridyl)ethylamino]carbonyl}propyl]amino}carbonyl)-6-[3-methyl-(4-phenyl)phenyl]-hexanoate). Isolated yield 89.5%. As a reaction SMILES: [C:1]([C@@H:4]([NH:9][C:10]([C@H:12]([CH2:21][CH2:22][CH2:23][C:24]1[CH:29]=[CH:28][C:27]([C:30]2[CH:35]=[CH:34][CH:33]=[CH:32][CH:31]=2)=[C:26]([CH3:36])[CH:25]=1)[CH2:13][C:14]([O:16][C:17]([CH3:20])([CH3:19])[CH3:18])=[O:15])=[O:11])[C:5]([CH3:8])([CH3:7])[CH3:6])(O)=[O:2].[N:37]1[CH:42]=[CH:41][CH:40]=[C:39]([C@H:43]([NH2:45])[CH3:44])[CH:38]=1>>[C:17]([O:16][C:14](=[O:15])[CH2:13][C@H:12]([C:10]([NH:9][C@H:4]([C:1]([NH:45][C@@H:43]([C:39]1[CH:38]=[N:37][CH:42]=[CH:41][CH:40]=1)[CH3:44])=[O:2])[C:5]([CH3:8])([CH3:7])[CH3:6])=[O:11])[CH2:21][CH2:22][CH2:23][C:24]1[CH:29]=[CH:28][C:27]([C:30]2[CH:31]=[CH:32][CH:33]=[CH:34][CH:35]=2)=[C:26]([CH3:36])[CH:25]=1)([CH3:18])([CH3:20])[CH3:19]. Procedure details: According to the method of Example 25(a), tert-butyl (3R)-3-({[(1S)-1-(carboxy)-2,2-dimethylpropyl]amino}carbonyl)-6-[3-methyl-(4-phenyl)phenyl]hexanoate (Preparation 19c)(497 mg, 1.0 mmol) was reacted with (R)-(+)-1-(3-pyridyl)ethylamine (122 mg, 1.0 mmol) at room temperature for 2.5 h, followed by the same work up and purification by flash chromatography (gradient elution with hexane:ethyl acetate 4:1 to 100% ethyl acetate) gave tert-butyl-(3R)-3-({[(1S)-2,2-dimethyl-1-{[(1R)-1-(3-pyridyl)ethy... Reactants: CC(=O)OC1CSC(Oc2cccc(Br)c2)C(OC(C)=O)C1OC(C)=O, OB(O)c1ccsc1. Yields the product CC(=O)OC1CSC(Oc2cccc(-c3ccsc3)c2)C(OC(C)=O)C1OC(C)=O. Reaction SMILES: [C:1]([CH3:2])(=[O:3])[O:4][CH:5]1[CH:6]([O:7][c:8]2[cH:9][c:10]([Br:14])[cH:11][cH:12][cH:13]2)[S:15][CH2:16][CH:17]([O:23][C:24]([CH3:25])=[O:26])[CH:18]1[O:19][C:20]([CH3:21])=[O:22].[s:27]1[cH:28][c:29]([B:32]([OH:33])[OH:34])[cH:30][cH:31]1>>[C:1]([CH3:2])(=[O:3])[O:4][CH:5]1[CH:6]([O:7][c:8]2[cH:9][c:10](-[c:29]3[cH:28][s:27][cH:31][cH:30]3)[cH:11][cH:12][cH:13]2)[S:15][CH2:16][CH:17]([O:23][C:24]([CH3:25])=[O:26])[CH:18]1[O:19][C:20]([CH3:21])=[O:22].